This data is from the Open Reaction Database (ORD), a public repository of structured organic reaction records. The task is: describe an organic reaction: reactants, conditions, products, and yield Reported procedure: Using the reductive amination procedure outlined in 1, 4,10-dichloro-9-anthracenecarbaldehyde and 2-methyl-2-amino-1,3-propanediol (Aldrich) gave 2-((4,10-dichloro-9-anthracenylmethyl)amino)-2-methyl-1,3-propanediol hydrochloride mp 261°-262° (dec.), (EtOH/Et2O), (C, H, Cl, N). Reactants: ClC1=CC=CC2=C(C3=CC=CC=C3C(=C12)Cl)C=O (4,10-dichloro-9-anthracenecarbaldehyde), CC(CO)(CO)N (2-methyl-2-amino-1,3-propanediol). Yields the product Cl.ClC1=CC=CC2=C(C3=CC=CC=C3C(=C12)Cl)CNC(CO)(CO)C (2-((4,10-dichloro-9-anthracenylmethyl)amino)-2-methyl-1,3-propanediol hydrochloride). Reaction SMILES: [Cl:1][C:2]1[C:15]2[C:6](=[C:7]([CH:17]=O)[C:8]3[C:13]([C:14]=2[Cl:16])=[CH:12][CH:11]=[CH:10][CH:9]=3)[CH:5]=[CH:4][CH:3]=1.[CH3:19][C:20]([NH2:25])([CH2:23][OH:24])[CH2:21][OH:22]>>[ClH:1].[Cl:1][C:2]1[C:15]2[C:6](=[C:7]([CH2:17][NH:25][C:20]([CH3:19])([CH2:23][OH:24])[CH2:21][OH:22])[C:8]3[C:13]([C:14]=2[Cl:16])=[CH:12][CH:11]=[CH:10][CH:9]=3)[CH:5]=[CH:4][CH:3]=1 |f:2.3|. Reactants: P(=O)(OCC=1C=CC2=C([C@H](CCC3=C2C(=C(C(=C3)OC)OC)OC)NC(C)=O)C1)(OC(C)(C)C)OC(C)(C)C ([(5S)-5-(acetylamino)-9,10,11-trimethoxy-6,7-dihydro-5H-dibenzo[a,c]cyclohepten-3-yl]methyl ditertbutyl phosphate), Cl (hydrogen chloride). Run in O1CCOCC1 (1,4-dioxane). Yields the product P(=O)(OCC=1C=CC2=C([C@H](CCC3=C2C(=C(C(=C3)OC)OC)OC)NC(C)=O)C1)(O)O ([(5S)-5-(acetylamino)-9,10,11-trimethoxy-6,7-dihydro-5H-dibenzo[a,c]cyclohepten-3-yl]methyl dihydrogen phosphate). Yield: 95.0%. As a reaction SMILES: [P:1]([O:35]C(C)(C)C)([O:30]C(C)(C)C)([O:3][CH2:4][C:5]1[CH:6]=[CH:7][C:8]2[C:14]3[C:15]([O:23][CH3:24])=[C:16]([O:21][CH3:22])[C:17]([O:19][CH3:20])=[CH:18][C:13]=3[CH2:12][CH2:11][C@H:10]([NH:25][C:26](=[O:28])[CH3:27])[C:9]=2[CH:29]=1)=[O:2].Cl>O1CCOCC1>[P:1]([OH:30])([OH:35])([O:3][CH2:4][C:5]1[CH:6]=[CH:7][C:8]2[C:14]3[C:15]([O:23][CH3:24])=[C:16]([O:21][CH3:22])[C:17]([O:19][CH3:20])=[CH:18][C:13]=3[CH2:12][CH2:11][C@H:10]([NH:25][C:26](=[O:28])[CH3:27])[C:9]=2[CH:29]=1)=[O:2]. Procedure details: Using an analogous procedure to that described for Example 27 [(5S)-5-(acetylamino)-9,10,11-trimethoxy-6,7-dihydro-5H-dibenzo[a,c]cyclohepten-3-yl]methyl ditertbutyl phosphate was treated with 1M hydrogen chloride in 1,4-dioxane to give [(5S)-5-(acetylamino)-9,10,11-trimethoxy-6,7-dihydro-5H-dibenzo[a,c]cyclohepten-3-yl]methyl dihydrogen phosphate. Reactants: O=C(O)CCCCCC[P+](c1ccccc1)(c1ccccc1)c1ccccc1, O=Cc1cccc(Cc2ccccc2)c1, Cc1ccccc1, [I-]. Product: O=C(O)CCCCC=Cc1cccc(Cc2ccccc2)c1. As a reaction SMILES: [C:17](=[O:18])([OH:19])[CH2:20][CH2:21][CH2:22][CH2:23][CH2:24][CH2:25][P+:26]([c:27]1[cH:28][cH:29][cH:30][cH:31][cH:32]1)([c:33]1[cH:34][cH:35][cH:36][cH:37][cH:38]1)[c:39]1[cH:40][cH:41][cH:42][cH:43][cH:44]1.[CH2:1]([c:2]1[cH:3][cH:4][cH:5][cH:6][cH:7]1)[c:8]1[cH:9][c:10]([CH:11]=[O:12])[cH:13][cH:14][cH:15]1.[CH3:45][c:46]1[cH:47][cH:48][cH:49][cH:50][cH:51]1.[I-:16]>>[CH2:1]([c:2]1[cH:3][cH:4][cH:5][cH:6][cH:7]1)[c:8]1[cH:9][c:10]([CH:11]=[CH:24][CH2:23][CH2:22][CH2:21][CH2:20][C:17](=[O:18])[OH:19])[cH:13][cH:14][cH:15]1. Reactants: [O-]S(=O)(=O)C(F)(F)F.ClC=1C=[N+](C=C(C1)Cl)F (3,5-dichloro-1-fluoropyridinium triflate), C(#N)C=1SC2=C(N1)C=CC(=C2)O (2-cyano-6-hydroxybenzothiazole), 3,5-dichloro-1-fluoropylidinium triflate, [O-]S(=O)(=O)C(F)(F)F.ClC=1C=[N+](C=C(C1)Cl)F (3,5-dichloro-1-fluoropyridinium triflate). Run in ClCCl (dichloromethane). Reaction conditions: time 22 hour. Product: C(#N)C=1SC2=C(N1)C=CC(=C2F)O (2-Cyano-7-fluoro-6-hydroxybenzothiazole). Reaction SMILES: [C:1]([C:3]1[S:4][C:5]2[CH:11]=[C:10]([OH:12])[CH:9]=[CH:8][C:6]=2[N:7]=1)#[N:2].[O-]S(C(F)(F)[F:18])(=O)=O.ClC1C=[N+](F)C=C(Cl)C=1>ClCCl>[C:1]([C:3]1[S:4][C:5]2[C:11]([F:18])=[C:10]([OH:12])[CH:9]=[CH:8][C:6]=2[N:7]=1)#[N:2] |f:1.2|. Procedure details: To a suspension of 2-cyano-6-hydroxybenzothiazole (2.0 g, 11.4 mmol) in dichloromethane (50 ml) in a 250-ml round-bottomed flask was added 3,5-dichloro-1-fluoropyridinium triflate (6.1 g, 19.3 mmol). The reaction flask was fitted with a reflux condenser and the mixture was brought to reflux under argon atmosphere for 53 hr. Additional 3,5-dichloro-1-fluoropydidinium toiflate was added (1.0 g, 3.2 mmol) and reaction continued for another 22 hr. Additional 3,5-dichloro-1-fluoropylidinium triflate ... Starting materials: O=C([O-])O, Oc1nc(-c2ccc(Cl)cc2Cl)cc2nccn12, [Na+], O=P(Cl)(Cl)Cl. Product: Clc1ccc(-c2cc3nccn3c(Cl)n2)c(Cl)c1. RXN SMILES: [C:24](=[O:25])([OH:26])[O-:27].[Cl:1][c:2]1[c:3](-[c:9]2[cH:10][c:11]3[n:12]([c:13]([OH:15])[n:14]2)[cH:16][cH:17][n:18]3)[cH:4][cH:5][c:6]([Cl:8])[cH:7]1.[Na+:28].[P:19]([Cl:20])([Cl:21])([Cl:22])=[O:23]>>[Cl:1][c:2]1[c:3](-[c:9]2[cH:10][c:11]3[n:12]([c:13]([Cl:21])[n:14]2)[cH:16][cH:17][n:18]3)[cH:4][cH:5][c:6]([Cl:8])[cH:7]1. Starting materials: N1=C(C=CC=C1)CNC(C1=CC(=C(C=C1)NC(C)=O)[N+](=O)[O-])=O (N-(2-pyridylmethyl)-4-acetylamino-3-nitrobenzamide), [H][H] (hydrogen). The reagents and catalysts are [Pd] (palladium on carbon). The solvent is CO (methanol). The product is N1=C(C=CC=C1)CNC(C1=CC(=C(C=C1)NC(C)=O)N)=O (N-(2-pyridylmethyl)-4-acetylamino-3-aminobenzamide). The yield is 88.7%. As a reaction SMILES: [N:1]1[CH:6]=[CH:5][CH:4]=[CH:3][C:2]=1[CH2:7][NH:8][C:9](=[O:23])[C:10]1[CH:15]=[CH:14][C:13]([NH:16][C:17](=[O:19])[CH3:18])=[C:12]([N+:20]([O-])=O)[CH:11]=1.[H][H]>[Pd].CO>[N:1]1[CH:6]=[CH:5][CH:4]=[CH:3][C:2]=1[CH2:7][NH:8][C:9](=[O:23])[C:10]1[CH:15]=[CH:14][C:13]([NH:16][C:17](=[O:19])[CH3:18])=[C:12]([NH2:20])[CH:11]=1. Reported procedure: Five-percent palladium on carbon (2.53 g) was added to a solution of 10.0 g of N-(2-pyridylmethyl)-4-acetylamino-3-nitrobenzamide in 150 ml of methanol, and the mixture was stirred in a hydrogen atmosphere at 60° C. for 15 hours. The solid material was separated through filtration, and the filtrate was concentrated. The resulting residue was purified through silica-gel column chromatography (eluent: a mixture of ethyl acetate and methanol at a ratio of 7:3) to give 8.02 g of N-(2-pyridylmethyl)-... Procedure: Prepared in a manner similar to that described for E1 using (4-(3,4-difluorophenoxy)-3,5-difluorophenyl)methanol (0.073 g, 0.269 mmol) in THF)(4 mL), sodium hydride (0.016 g, 0.404 mmol) and 7-chloro-1-methyl-2,3-dihydroimidazo[1,2-c]pyrimidin-5(1H)-one (0.050 g, 0.269 mmol). The solvent is C1CCOC1 (THF). Reactants: E1, ClC=1C=C2N(C(N1)=O)CCN2C (7-chloro-1-methyl-2,3-dihydroimidazo[1,2-c]pyrimidin-5(1H)-one), FC=1C=C(OC2=C(C=C(C=C2F)CO)F)C=CC1F ((4-(3,4-difluorophenoxy)-3,5-difluorophenyl)methanol), [H-].[Na+] (sodium hydride). Yields the product FC=1C=C(OC2=C(C=C(COC=3C=C4N(C(N3)=O)CCN4C)C=C2F)F)C=CC1F (7-((4-(3,4-difluorophenoxy)-3,5-difluorobenzyl)oxy)-1-methyl-2,3-dihydroimida-zo[1,2-c]pyrimidin-5(1H)-one). RXN SMILES: [F:1][C:2]1[CH:3]=[C:4]([CH:16]=[CH:17][C:18]=1[F:19])[O:5][C:6]1[C:11]([F:12])=[CH:10][C:9]([CH2:13][OH:14])=[CH:8][C:7]=1[F:15].[H-].[Na+].Cl[C:23]1[CH:24]=[C:25]2[N:32]([CH3:33])[CH2:31][CH2:30][N:26]2[C:27](=[O:29])[N:28]=1>C1COCC1>[F:1][C:2]1[CH:3]=[C:4]([CH:16]=[CH:17][C:18]=1[F:19])[O:5][C:6]1[C:7]([F:15])=[CH:8][C:9]([CH2:13][O:14][C:23]2[CH:24]=[C:25]3[N:32]([CH3:33])[CH2:31][CH2:30][N:26]3[C:27](=[O:29])[N:28]=2)=[CH:10][C:11]=1[F:12] |f:1.2|.